This data is from the Open Reaction Database (ORD), a public repository of structured organic reaction records. The task is: describe an organic reaction: reactants, conditions, products, and yield Reactants: CC#N, COc1cc2ncnc(Cl)c2cc1OC, [K+], [K+], O=C([O-])[O-], CNC(=O)c1c(C)oc2cc(O)ccc12. Product: CNC(=O)c1c(C)oc2cc(Oc3ncnc4cc(OC)c(OC)cc34)ccc12. As a reaction SMILES: [CH3:37][C:38]#[N:39].[Cl:1][c:2]1[n:3][cH:4][n:5][c:6]2[cH:7][c:8]([O:14][CH3:15])[c:9]([O:12][CH3:13])[cH:10][c:11]12.[K+:31].[K+:32].[O-:33][C:34]([O-:35])=[O:36].[OH:16][c:17]1[cH:18][c:19]2[c:20]([c:21]([C:25](=[O:26])[NH:27][CH3:28])[c:22]([CH3:24])[o:23]2)[cH:29][cH:30]1>>[c:2]1([O:16][c:17]2[cH:18][c:19]3[c:20]([c:21]([C:25](=[O:26])[NH:27][CH3:28])[c:22]([CH3:24])[o:23]3)[cH:29][cH:30]2)[n:3][cH:4][n:5][c:6]2[cH:7][c:8]([O:14][CH3:15])[c:9]([O:12][CH3:13])[cH:10][c:11]12. Reactants: NC(C(O)C1=CC=C(C=C1)C(F)(F)F)CC1=CC=C(C=C1)F ((1RS,2SR)-2-amino-3-(4-fluorophenyl)-1-(4-(trifluoromethyl)phenyl)-1-propanol), FC1=CC=C(C2=CC=CC=C12)C(=O)O (4-fluoronaphthalenecarboxylic acid), Cl.C(C)N=C=NCCCN(C)C (1-ethyl-3-(3-dimethylaminopropyl)carbodiimide hydrochloride), ON1N=NC2=C1C=CC=C2 (1-hydroxy-1H-benzotriazole). Conditions: time 8 hour. RXN SMILES: [NH2:1][CH:2]([CH2:15][C:16]1[CH:21]=[CH:20][C:19]([F:22])=[CH:18][CH:17]=1)[CH:3]([C:5]1[CH:10]=[CH:9][C:8]([C:11]([F:14])([F:13])[F:12])=[CH:7][CH:6]=1)[OH:4].[F:23][C:24]1[C:33]2[C:28](=[CH:29][CH:30]=[CH:31][CH:32]=2)[C:27]([C:34](O)=[O:35])=[CH:26][CH:25]=1.Cl.C(N=C=NCCCN(C)C)C.ON1C2C=CC=CC=2N=N1>C(#N)C.O>[F:23][C:24]1[C:33]2[C:28](=[CH:29][CH:30]=[CH:31][CH:32]=2)[C:27]([C:34]([NH:1][CH:2]([CH2:15][C:16]2[CH:17]=[CH:18][C:19]([F:22])=[CH:20][CH:21]=2)[CH:3]([OH:4])[C:5]2[CH:10]=[CH:9][C:8]([C:11]([F:12])([F:13])[F:14])=[CH:7][CH:6]=2)=[O:35])=[CH:26][CH:25]=1 |f:2.3|. Yield: 61.5%. Solvent: O (water), C(C)#N (acetonitrile). Reported procedure: To a solution of (1RS,2SR)-2-amino-3-(4-fluorophenyl)-1-(4-(trifluoromethyl)phenyl)-1-propanol (450 mg, 1.44 mmol) in acetonitrile (30 ml) were added 4-fluoronaphthalenecarboxylic acid (274 mg, 1.44 mmol), 1-ethyl-3-(3-dimethylaminopropyl)carbodiimide hydrochloride (358 mg, 1.87 mmol) and 1-hydroxy-1H-benzotriazole (220 mg, 1.44 mmol), and the mixture was stirred overnight at room temperature. The reaction solution was diluted with water (100 ml) and extracted with ethyl acetate (100 ml×2). The ... The product is FC1=CC=C(C2=CC=CC=C12)C(=O)NC(C(C1=CC=C(C=C1)C(F)(F)F)O)CC1=CC=C(C=C1)F (4-fluoro-N-((1RS,2SR)-1-((4-fluorophenyl)methyl)-2-hydroxy-2-(4-(trifluoromethyl)phenyl)ethyl)-1-naphthalenecarboxamide). Reactants: CCO, c1ccc2c(c1)c1ccccc1c1cscc21. Yields the product O=Cc1scc2c3ccccc3c3ccccc3c12. As a reaction SMILES: [CH3:18][CH2:19][OH:20].[cH:1]1[s:2][cH:3][c:4]2[c:5]1[c:6]1[cH:7][cH:8][cH:9][cH:10][c:11]1[c:12]1[cH:13][cH:14][cH:15][cH:16][c:17]21>>[c:1]1([CH:19]=[O:20])[s:2][cH:3][c:4]2[c:5]1[c:6]1[cH:7][cH:8][cH:9][cH:10][c:11]1[c:12]1[cH:13][cH:14][cH:15][cH:16][c:17]21. Starting materials: COC(=O)C=1C(=C2C=C(C(N(C2=C(N1)Br)CC1=CC=CC=C1)=O)C1=CC=CC=C1)O (1-benzyl-8-bromo-5-hydroxy-2-oxo-3-phenyl-1,2-dihydro-[1,7]naphthyridine-6-carboxylic acid methyl ester), C(C)OC1=NC=C(C=N1)[Sn](CCCC)(CCCC)CCCC (2-ethoxy-5-tributylstannanyl-pyrimidine), CCOC(=O)C (EtOAc), Cl (HCl). The reagents and catalysts are Cl[Pd]([P](C1=CC=CC=C1)(C2=CC=CC=C2)C3=CC=CC=C3)([P](C4=CC=CC=C4)(C5=CC=CC=C5)C6=CC=CC=C6)Cl (PdCl2(PPh3)2). Run in CN(C)C=O (DMF), [Cl-].[Na+].O (brine). Run at temperature 120 celsius. The product is COC(=O)C=1C(=C2C=C(C(N(C2=C(N1)C=1C=NC(=NC1)OCC)CC1=CC=CC=C1)=O)C1=CC=CC=C1)O (1-Benzyl-8-(2-ethoxy-pyrimidin-5-yl)-5-hydroxy-2-oxo-3-phenyl-1,2-dihydro-[1,7]naphthyridine-6-carboxylic acid methyl ester). Isolated yield 67.1%. Reaction SMILES: [CH3:1][O:2][C:3]([C:5]1[C:6]([OH:30])=[C:7]2[C:12](=[C:13](Br)[N:14]=1)[N:11]([CH2:16][C:17]1[CH:22]=[CH:21][CH:20]=[CH:19][CH:18]=1)[C:10](=[O:23])[C:9]([C:24]1[CH:29]=[CH:28][CH:27]=[CH:26][CH:25]=1)=[CH:8]2)=[O:4].[CH2:31]([O:33][C:34]1[N:39]=[CH:38][C:37]([Sn](CCCC)(CCCC)CCCC)=[CH:36][N:35]=1)[CH3:32].CCOC(C)=O.Cl>CN(C=O)C.[Cl-].[Na+].O.Cl[Pd](Cl)([P](C1C=CC=CC=1)(C1C=CC=CC=1)C1C=CC=CC=1)[P](C1C=CC=CC=1)(C1C=CC=CC=1)C1C=CC=CC=1>[CH3:1][O:2][C:3]([C:5]1[C:6]([OH:30])=[C:7]2[C:12](=[C:13]([C:37]3[CH:36]=[N:35][C:34]([O:33][CH2:31][CH3:32])=[N:39][CH:38]=3)[N:14]=1)[N:11]([CH2:16][C:17]1[CH:22]=[CH:21][CH:20]=[CH:19][CH:18]=1)[C:10](=[O:23])[C:9]([C:24]1[CH:29]=[CH:28][CH:27]=[CH:26][CH:25]=1)=[CH:8]2)=[O:4] |f:5.6.7,^1:70,89|. Procedure: A mixture of 1-benzyl-8-bromo-5-hydroxy-2-oxo-3-phenyl-1,2-dihydro-[1,7]naphthyridine-6-carboxylic acid methyl ester (80 mg, 0.17 mmol), 2-ethoxy-5-tributylstannanyl-pyrimidine (107 mg, 0.26 mmol) and PdCl2(PPh3)2 (24 mg, 0.034 mmol) in 4 mL of DMF was heated at 120° C. for 2 h under nitrogen atmosphere. After the mixture was cooled to r.t., EtOAc and brine were added. 1 M HCl was added with stirring until pH was about 3-4. The aqueous layer was extracted with additional EtOAc, and the combined ... The reactants are [I-].C(#N)C[P+](C)(C)C (cyanomethyltrimethylphosphonium iodide), C(=O)N1CCN(CC1)CCO (1-Formyl-4-(2-hydroxyethyl)piperazine), FC1=CC2=C(N=C(N2)S)C=C1 (5-fluoro-2-mercaptobenzimidazole), C(C)(C)N(CC)C(C)C (diisopropylethylamine). The solvent is C(CC)#N (propionitrile), O (water). Reaction conditions: temperature 92 celsius, time 1 hour. The product is FC1=CC2=C(N=C(N2)SCCN2CCN(CC2)C=O)C=C1 (1-[2-(5-fluorobenzimidazol-2-ylthio)ethyl]-4-formylpiperazine). Yield: 79.8%. RXN SMILES: [CH:1]([N:3]1[CH2:8][CH2:7][N:6]([CH2:9][CH2:10]O)[CH2:5][CH2:4]1)=[O:2].[F:12][C:13]1[CH:22]=[CH:21][C:16]2[N:17]=[C:18]([SH:20])[NH:19][C:15]=2[CH:14]=1.C(N(C(C)C)CC)(C)C.[I-].C(C[P+](C)(C)C)#N>C(#N)CC.O>[F:12][C:13]1[CH:22]=[CH:21][C:16]2[N:17]=[C:18]([S:20][CH2:10][CH2:9][N:6]3[CH2:7][CH2:8][N:3]([CH:1]=[O:2])[CH2:4][CH2:5]3)[NH:19][C:15]=2[CH:14]=1 |f:3.4|. Procedure details: 1-Formyl-4-(2-hydroxyethyl)piperazine (1.20 g, 7.6 mmol), 5-fluoro-2-mercaptobenzimidazole (1.28 g, 7.6 mmol), and diisopropylethylamine (3.93 g, 30.4 mmol) was dissolved in propionitrile (50 mL), and cyanomethyltrimethylphosphonium iodide (7.39 g, 30.4 mmol) was added to the mixture, followed by stirring for one hour at 92° C. under argon. The reaction mixture was allowed to cool and then poured into water (100 mL), followed by extraction with chloroform (100 mL×3) The resultant organic layer w... The reactants are N[C@@H](CCCNC(N)=N)C(=O)O (Arg), NCC(=O)N (Gly-NH2). Product: N[C@@H](CC(C)C)C(=O)O (Leu). As a reaction SMILES: [NH2:1][C@H:2]([C:10]([OH:12])=[O:11])[CH2:3][CH2:4][CH2:5]NC(=N)N.N[CH2:14]C(N)=O>>[NH2:1][C@H:2]([C:10]([OH:12])=[O:11])[CH2:3][CH:4]([CH3:14])[CH3:5]. Procedure: Arg.Pro.Gly-NH2 (nafarelin, as its acetate; RS-94991-298). Reactants: diol, 3,5-di-tert-butyl-salicylidene-1,2-cyclohexane diaminocobalt(II), C(C)(=O)O (acetic acid), BrC1=CC=C(C=C1)C1OC1 (2-(4-bromophenyl)oxirane), O (water). The reagents and catalysts are Co Salen. Solvent: C1CCOC1 (THF), C1(=CC=CC=C1)C (toluene). Reaction conditions: time 2 hour. Yields the product BrC1=CC=C(C=C1)[C@H]1OC1 ((2R)-2-(4-bromophenyl)oxirane). RXN SMILES: C(O)(=O)C.[Br:5][C:6]1[CH:11]=[CH:10][C:9]([CH:12]2[CH2:14][O:13]2)=[CH:8][CH:7]=1.O>C1(C)C=CC=CC=1.C1COCC1>[Br:5][C:6]1[CH:11]=[CH:10][C:9]([C@@H:12]2[CH2:14][O:13]2)=[CH:8][CH:7]=1. Reported procedure: (R,R)-(−)-N,N′-Bis(3,5-di-tert-butyl-salicylidene-1,2-cyclohexane-diaminocobalt(II) (9.7 g, 0.016 mol) was dissolved in 100 mL of toluene in an open flask at 0° C. with magnetic stirring and acetic acid (9.2 mL, 0.16 mol) was added. The bath was removed and then the mixture was maintained at room temperature for 1 h with vigorous stirring. The mixture was concentrated in vacuo to a brown solid, and then the residue was put under high vacuum overnight. The brown residue was dissolved in 100 mL of...